Dataset: the Open Reaction Database (ORD), a public repository of structured organic reaction records. Task: describe an organic reaction: reactants, conditions, products, and yield The reactants are CNCCC1=NC=CC=C1 ((2-Methylaminoethyl)pyridine), FC1=C(CN2C(=C(C(C(=C2C)C=C=O)=O)Br)C)C(=CC=C1)F (1-(2,6-difluorobenzyl)-2,6-dimethyl-3-bromo-5-(carbonylmethyl)4-pyridone), [BH-](OC(=O)C)(OC(=O)C)OC(=O)C.[Na+] (NaBH(OAc)3). The solvent is O (H2O), C(Cl)Cl (CH2Cl2). Conditions: time 30 minute. The product is FC1=C(CN2C(=C(C(C(=C2C)CN(C)CCC2=NC=CC=C2)=O)Br)C)C(=CC=C1)F (1-(2,6-Difluorobenzyl)-2,6-dimethyl-3-bromo-5-[N-{2-(2-pyridyl)ethyl}-N-methylaminomethyl]-4-pyridone). As a reaction SMILES: [CH3:1][NH:2][CH2:3][CH2:4][C:5]1[CH:10]=[CH:9][CH:8]=[CH:7][N:6]=1.[F:11][C:12]1[CH:31]=[CH:30][CH:29]=[C:28]([F:32])[C:13]=1[CH2:14][N:15]1[C:20]([CH3:21])=[C:19]([CH:22]=C=O)[C:18](=[O:25])[C:17]([Br:26])=[C:16]1[CH3:27].[BH-](OC(C)=O)(OC(C)=O)OC(C)=O.[Na+]>C(Cl)Cl.O>[F:11][C:12]1[CH:31]=[CH:30][CH:29]=[C:28]([F:32])[C:13]=1[CH2:14][N:15]1[C:20]([CH3:21])=[C:19]([CH2:22][N:2]([CH2:3][CH2:4][C:5]2[CH:10]=[CH:9][CH:8]=[CH:7][N:6]=2)[CH3:1])[C:18](=[O:25])[C:17]([Br:26])=[C:16]1[CH3:27] |f:2.3|. Procedure: (2-Methylaminoethyl)pyridine (680 mg, 5.00 mmol) was added to a stirred solution of 1-(2,6-difluorobenzyl)-2,6-dimethyl-3-bromo-5-(carbonylmethyl)4-pyridone (430 mg, 1.16 mmol) in CH2Cl2 (15 mL). After 30 min., NaBH(OAc)3 (1.23 g, 5.80 mmol) was added in small portions, and the resulting mixture was stirred at room temperature for 1 h. The reaction mixture was diluted with H2O (15 mL) and the organic layer was separated and washed with sat. NaHCO3 and brine. The organics were dried over MgSO4, f... Starting materials: O=C([O-])[O-], Cc1csc2ccc(O)c(Cl)c12, CC(C)=O, ClCCBr, [Cs+], [Cs+], O. Product: Cc1csc2ccc(OCCCl)c(Cl)c12. As a reaction SMILES: [C:17](=[O:18])([O-:19])[O-:20].[CH3:1][c:2]1[cH:3][s:4][c:5]2[c:6]1[c:7]([Cl:12])[c:8]([OH:11])[cH:9][cH:10]2.[CH3:24][C:25](=[O:26])[CH3:27].[Cl:13][CH2:14][CH2:15][Br:16].[Cs+:21].[Cs+:22].[OH2:23]>>[CH3:1][c:2]1[cH:3][s:4][c:5]2[c:6]1[c:7]([Cl:12])[c:8]([O:11][CH2:15][CH2:14][Cl:13])[cH:9][cH:10]2. Yields the product CC1(C(CC(CC1)(C)C)=O)C (2,2,5,5-tetramethylcyclohexanone). Starting materials: [Mg] (magnesium), ice, CC1C(CC(CC1)(C)C)=O (3,6,6-trimethyl-2-cyclohexanone), CI (methyl iodide), [Mg] (magnesium). Reported procedure: 5.2 g of magnesium shavings are suspended in 100 ml of absolute ether and treated dropwise with 13.5 ml of methyl iodide. After the addition of 100 ml of ether, the mixture is boiled at reflux for a further 3 hours until all magnesium has dissolved. The mixture is cooled to 0° C. and treated with 20.7 g of finely powdered copper (I) iodide. After stirring at 0° C. for 15 minutes, a solution of 10 g of 3,6,6-trimethyl-2-cyclohexanone in 40 ml of ether is added dropwise thereto and the mixture is ... Run in CCOCC (ether), CCOCC (ether), CCOCC (ether). As a reaction SMILES: [Mg].[CH3:2]I.[CH3:4][CH:5]1[CH2:10][CH2:9][C:8]([CH3:12])([CH3:11])[CH2:7][C:6]1=[O:13]>CCOCC.[Cu]I>[CH3:4][C:5]1([CH3:2])[CH2:10][CH2:9][C:8]([CH3:12])([CH3:11])[CH2:7][C:6]1=[O:13]. Reagents/catalysts: [Cu]I (copper (I) iodide). Reaction conditions: temperature 0 celsius, time 15 minute.